From a dataset of the Open Reaction Database (ORD), a public repository of structured organic reaction records. describe an organic reaction: reactants, conditions, products, and yield Reactants: Cc1nc(Br)[nH]c1Br, O=C([O-])[O-], Cc1ccc([N+](=O)[O-])cc1S(=O)(=O)Cl, CC#N, [K+], [K+], O. Product: Cc1ccc([N+](=O)[O-])cc1S(=O)(=O)n1c(Br)nc(Br)c1C. Reaction SMILES: [Br:7][c:8]1[nH:9][c:10]([Br:14])[c:11]([CH3:13])[n:12]1.[C:1](=[O:2])([O-:3])[O-:4].[CH3:15][c:16]1[c:17]([S:25](=[O:26])(=[O:27])[Cl:28])[cH:18][c:19]([N+:22](=[O:23])[O-:24])[cH:20][cH:21]1.[CH3:30][C:31]#[N:32].[K+:5].[K+:6].[OH2:29]>>[Br:7][c:8]1[n:9][c:10]([Br:14])[c:11]([CH3:13])[n:12]1[S:25]([c:17]1[c:16]([CH3:15])[cH:21][cH:20][c:19]([N+:22](=[O:23])[O-:24])[cH:18]1)(=[O:26])=[O:27].